describe an organic reaction: reactants, conditions, products, and yield From a dataset of the Open Reaction Database (ORD), a public repository of structured organic reaction records. The reactants are CCOC(=O)c1cc(C=Cc2cnc3ccccc3c2)cn1C, CCO, [Na+], [OH-], O. Yields the product Cn1cc(C=Cc2cnc3ccccc3c2)cc1C(=O)O. As a reaction SMILES: [CH3:1][n:2]1[c:3]([C:19](=[O:20])[O:21][CH2:22][CH3:23])[cH:4][c:5]([CH:7]=[CH:8][c:9]2[cH:10][n:11][c:12]3[cH:13][cH:14][cH:15][cH:16][c:17]3[cH:18]2)[cH:6]1.[CH3:26][CH2:27][OH:28].[Na+:25].[OH-:24].[OH2:29]>>[CH3:1][n:2]1[c:3]([C:19](=[O:20])[OH:21])[cH:4][c:5]([CH:7]=[CH:8][c:9]2[cH:10][n:11][c:12]3[cH:13][cH:14][cH:15][cH:16][c:17]3[cH:18]2)[cH:6]1.